The task is: describe an organic reaction: reactants, conditions, products, and yield. This data is from the Open Reaction Database (ORD), a public repository of structured organic reaction records. Starting materials: O (water), NC1=C(C=CC(=C1)Cl)O (2-Amino-4-chlorophenol), N1CCC(CC1)C(=O)O (4-piperidinecarboxylic acid), polyphosphate, C=1(C(=CC=CC1)C)C (xylene), [OH-].[K+] (potassium hydroxide). Reaction conditions: temperature 180 celsius. The product is ClC=1C=CC2=C(N=C(O2)N2CCCCC2)C1 (5-chloro-2-(1-piperidyl)benzoxazole). Reaction SMILES: [NH2:1][C:2]1[CH:7]=[C:6]([Cl:8])[CH:5]=[CH:4][C:3]=1[OH:9].[NH:10]1[CH2:15][CH2:14][CH:13](C(O)=O)[CH2:12][CH2:11]1.O.[OH-].[K+].[C:22]1(C)C(C)=CC=CC=1>>[Cl:8][C:6]1[CH:5]=[CH:4][C:3]2[O:9][C:22]([N:10]3[CH2:11][CH2:12][CH2:13][CH2:14][CH2:15]3)=[N:1][C:2]=2[CH:7]=1 |f:3.4|. Procedure: 2-Amino-4-chlorophenol (400 mg) and 4-piperidinecarboxylic acid (360 mg) were mixed with polyphosphate (2 g) in xylene (30 ml) and stirred with heating at 180° C. for 2 hours. After cooling to room temperature, the reaction was stopped by adding water. The filtrate was adjusted to pH 12 with 50% potassium hydroxide aqueous solution and extracted with methylene chloride. The organic layer was washed with saturated brine and dried with magnesium sulfate, and then the solvent was evaporated under a... The reactants are COC1=CC=C(CN2CCNCC2)C=C1 (1-(4-methoxybenzyl)-piperazine), BrCCC1=CC=C(C(=O)OCC)C=C1 (ethyl 4-(2-bromoethyl)-benzoate), C([O-])([O-])=O.[K+].[K+] (potassium carbonate). Run in CC(CC)=O (butan-2-one). Yields the product COC1=CC=C(CN2CCN(CC2)CCC2=CC=C(C(=O)OCC)C=C2)C=C1 (Ethyl 4-{2-[1-(4-methoxybenzyl)-piperazin-4-yl]-ethyl}-benzoate). Reaction SMILES: [CH3:1][O:2][C:3]1[CH:15]=[CH:14][C:6]([CH2:7][N:8]2[CH2:13][CH2:12][NH:11][CH2:10][CH2:9]2)=[CH:5][CH:4]=1.Br[CH2:17][CH2:18][C:19]1[CH:29]=[CH:28][C:22]([C:23]([O:25][CH2:26][CH3:27])=[O:24])=[CH:21][CH:20]=1.C(=O)([O-])[O-].[K+].[K+]>CC(=O)CC>[CH3:1][O:2][C:3]1[CH:4]=[CH:5][C:6]([CH2:7][N:8]2[CH2:13][CH2:12][N:11]([CH2:17][CH2:18][C:19]3[CH:29]=[CH:28][C:22]([C:23]([O:25][CH2:26][CH3:27])=[O:24])=[CH:21][CH:20]=3)[CH2:10][CH2:9]2)=[CH:14][CH:15]=1 |f:2.3.4|. Procedure: A mixture of 250 ml. butan-2-one, 15.47 g. (75 mmole) 1-(4-methoxybenzyl)-piperazine, 19.3 g. (75 mmole) ethyl 4-(2-bromoethyl)-benzoate and 20.7 g. (0.15 mole) powdered potassium carbonate is maintained at reflux temperature for 60 hours, then suction filtered while hot and the filtrate evaporated in a vacuum. After the addition of diethyl ether, the product crystallises, the yield being 17.5 g. (61% of theory) of the desired product; m.p. 75°-76° C. The hydrochloride is precipitated from the f... Reactants: FC=1C=CC(=C(C1)C)[N+](=O)[O-] (5-fluoro-2-nitrotoluene), CC=1NC2=C(N1)C=CC=C2 (2-methylbenzimidazole), C([O-])([O-])=O.[Na+].[Na+] (sodium carbonate). The solvent is CN(C=O)C (dimethylformamide). Product: CC=1C=C(C=CC1[N+](=O)[O-])N1C(=NC2=C1C=CC=C2)C (1-(3-Methyl-4-nitrophenyl)-2-methylbenzimidazole). Reaction SMILES: F[C:2]1[CH:3]=[CH:4][C:5]([N+:9]([O-:11])=[O:10])=[C:6]([CH3:8])[CH:7]=1.[CH3:12][C:13]1[NH:14][C:15]2[CH:21]=[CH:20][CH:19]=[CH:18][C:16]=2[N:17]=1.C(=O)([O-])[O-].[Na+].[Na+]>CN(C)C=O>[CH3:8][C:6]1[CH:7]=[C:2]([N:14]2[C:15]3[CH:21]=[CH:20][CH:19]=[CH:18][C:16]=3[N:17]=[C:13]2[CH3:12])[CH:3]=[CH:4][C:5]=1[N+:9]([O-:11])=[O:10] |f:2.3.4|. Procedure: A mixture of 5-fluoro-2-nitrotoluene (10.3 g), 2-methylbenzimidazole (8.7 g) and sodium carbonate (7.5 g) was heated with stirring in dimethylformamide (40 cm3) at 130° for 16 hours under nitrogen. The cooled mixture was evaporated in vacuo, water (50 cm3) added and the mixture extracted with methanol:chloroform, 1:10 by volume. The combined and dried (MgSO4) organic extracts were evaporated in vacuo to give a residue which was chromatographed on silica (Merck "MK 60.9385" [Trade Mark]) eluting ...